This data is from the Open Reaction Database (ORD), a public repository of structured organic reaction records. The task is: describe an organic reaction: reactants, conditions, products, and yield Starting materials: FC(OC(C(OC(C(OC(COCCCCCCBr)(F)F)(F)F)(F)F)(F)F)(F)F)(F)F (6-(2-(2-(2-(trifluoromethoxy)tetrafluoroethoxy)tetrafluoroethoxy)-2,2-difluoroethoxy)-1-bromohexane), C(CCCCCCC)C=1C=NC(=NC1)C1=CC=C(C=C1)O (5-octyl-2-(4-hydroxyphenyl)pyrimidine). Yields the product C(CCCCCCC)C=1C=NC(=NC1)C1=CC=C(C=C1)OCCCCCCOCC(F)(F)OC(C(OC(C(OC(F)(F)F)(F)F)(F)F)(F)F)(F)F (5-Octyl-2-[4-(6-(2-(2-(2-(trifluoromethoxy)tetrafluoroethoxy)tetrafluoroethoxy)-2,2-difluoroethoxy)hexyloxy)phenyl]pyrimidine). As a reaction SMILES: [F:1][C:2]([F:31])([F:30])[O:3][C:4]([F:29])([F:28])[C:5]([F:27])([F:26])[O:6][C:7]([F:25])([F:24])[C:8]([F:23])([F:22])[O:9][C:10]([F:21])([F:20])[CH2:11][O:12][CH2:13][CH2:14][CH2:15][CH2:16][CH2:17][CH2:18]Br.[CH2:32]([C:40]1[CH:41]=[N:42][C:43]([C:46]2[CH:51]=[CH:50][C:49]([OH:52])=[CH:48][CH:47]=2)=[N:44][CH:45]=1)[CH2:33][CH2:34][CH2:35][CH2:36][CH2:37][CH2:38][CH3:39]>>[CH2:32]([C:40]1[CH:45]=[N:44][C:43]([C:46]2[CH:51]=[CH:50][C:49]([O:52][CH2:18][CH2:17][CH2:16][CH2:15][CH2:14][CH2:13][O:12][CH2:11][C:10]([O:9][C:8]([F:22])([F:23])[C:7]([F:24])([F:25])[O:6][C:5]([F:26])([F:27])[C:4]([F:28])([F:29])[O:3][C:2]([F:1])([F:31])[F:30])([F:21])[F:20])=[CH:48][CH:47]=2)=[N:42][CH:41]=1)[CH2:33][CH2:34][CH2:35][CH2:36][CH2:37][CH2:38][CH3:39]. Reported procedure: The title compound was prepared essentially as in Example 1 by combining 6-(2-(2-(2-(trifluoromethoxy)tetrafluoroethoxy)tetrafluoroethoxy)-2,2-difluoroethoxy)-1-bromohexane (85 g, 0.155 mol; prepared from 1,6-dibromohexane (500 g, 0.7 mol), 2-(2-(2-(trifluoromethoxy)tetrafluoroethoxy)tetrafluoroethoxy)-2,2-difluoroethanol (150 g, 0.37 mol), and potassium t-butoxide (412 mL of 1M solution in t-butanol)) with 5-octyl-2-(4-hydroxyphenyl)pyrimidine (45 g, 0.162 mol). The crude product was further pu... Reactants: [Li]CCCC, C1CCCCC1, CN(C)S(=O)(=O)n1ccc(Cl)n1, ClC(Cl)(Cl)C(Cl)(Cl)Cl, C1CCOC1. Product: CN(C)S(=O)(=O)n1nc(Cl)cc1Cl. Reaction SMILES: [CH2:13]([Li:14])[CH2:15][CH2:16][CH3:17].[CH2:18]1[CH2:19][CH2:20][CH2:21][CH2:22][CH2:23]1.[Cl:1][c:2]1[n:3][n:4]([S:7](=[O:8])(=[O:9])[N:10]([CH3:11])[CH3:12])[cH:5][cH:6]1.[Cl:24][C:25]([C:26]([Cl:27])([Cl:28])[Cl:29])([Cl:30])[Cl:31].[O:32]1[CH2:33][CH2:34][CH2:35][CH2:36]1>>[Cl:1][c:2]1[n:3][n:4]([S:7](=[O:8])(=[O:9])[N:10]([CH3:11])[CH3:12])[c:5]([Cl:24])[cH:6]1. Reactants: OCCBr, O=C([O-])[O-], CC#N, [Cs+], [Cs+], Oc1cccc(Nc2ncc(-c3ccc(OC(F)F)cc3)cn2)c1. Yields the product OCCOc1cccc(Nc2ncc(-c3ccc(OC(F)F)cc3)cn2)c1. Reaction SMILES: [Br:25][CH2:26][CH2:27][OH:28].[C:29](=[O:30])([O-:31])[O-:32].[CH3:35][C:36]#[N:37].[Cs+:33].[Cs+:34].[F:1][CH:2]([O:3][c:4]1[cH:5][cH:6][c:7](-[c:10]2[cH:11][n:12][c:13]([NH:16][c:17]3[cH:18][c:19]([OH:23])[cH:20][cH:21][cH:22]3)[n:14][cH:15]2)[cH:8][cH:9]1)[F:24]>>[F:1][CH:2]([O:3][c:4]1[cH:5][cH:6][c:7](-[c:10]2[cH:11][n:12][c:13]([NH:16][c:17]3[cH:18][c:19]([O:23][CH2:26][CH2:27][OH:28])[cH:20][cH:21][cH:22]3)[n:14][cH:15]2)[cH:8][cH:9]1)[F:24]. Reactants: CC1=C2C=C(NC2=CC=C1)C(=O)NN (4-methylindole-2-carboxylic acid hydrazide), CC1=CC=C(C=C1)S(=O)(=O)Cl (p-toluene sulfochloride), Cl (hydrochloric acid), ice. Procedure details: 23.0 g 4-methylindole-2-carboxylic acid hydrazide were added in small portions, while stirring and during ice cooling, to the solution of 23.0 g p-toluene sulfochloride in 300 ml pyridine. Then it was stirred for another hour in the ice bath and for another hour at room temperature, poured onto a mixture of 350 ml concentrated hydrochloric acid and ice, the precipitated 4-methylindole-2-carboxylic acid-(N'-tosyl-hydrazide) filtered off with suction and thoroughly washed with well diluted hydroch... Solvent: N1=CC=CC=C1 (pyridine). The product is CC1=C2C=C(NC2=CC=C1)C=O (4-methylindole-2-carbaldehyde). RXN SMILES: [CH3:1][C:2]1[CH:10]=[CH:9][CH:8]=[C:7]2[C:3]=1[CH:4]=[C:5]([C:11](NN)=[O:12])[NH:6]2.CC1C=CC(S(Cl)(=O)=O)=CC=1.Cl>N1C=CC=CC=1>[CH3:1][C:2]1[CH:10]=[CH:9][CH:8]=[C:7]2[C:3]=1[CH:4]=[C:5]([CH:11]=[O:12])[NH:6]2. Starting materials: C(#N)CCCCS(=O)(=O)NC (4-Cyano-N-methylbutane-1-sulfonamide). Reagents/catalysts: [Pd] (Pd/C). The solvent is CO (methanol). Run at time 8 hour. The product is NCCCCCS(=O)(=O)NC (5-Amino-N-methylpentane-1-sulfonamide). Reaction SMILES: [C:1]([CH2:3][CH2:4][CH2:5][CH2:6][S:7]([NH:10][CH3:11])(=[O:9])=[O:8])#[N:2]>CO.[Pd]>[NH2:2][CH2:1][CH2:3][CH2:4][CH2:5][CH2:6][S:7]([NH:10][CH3:11])(=[O:9])=[O:8]. Procedure: A mixture of 4-cyano-N-methylbutane-1-sulfonamide (Example 9; 91.2 mmol) and Pd/C (10 mol %, 1 g) in methanol/7N NH3 (180 ml) was put under a hydrogen atmosphere. The mixture was stirred overnight at room temperature. The mixture was filtered and concentrated. The crude product was used in the next step without further purification. As a reaction SMILES: [Cl:1][c:2]1[nH:3][c:4]2[c:5]([n:6]1)[cH:7][cH:8][cH:9][cH:10]2.[NH2:11][c:12]1[cH:13][cH:14][c:15]([Cl:16])[cH:17][cH:18]1>>[ClH:1].[c:2]1([NH:11][c:12]2[cH:13][cH:14][c:15]([Cl:16])[cH:17][cH:18]2)[nH:3][c:4]2[c:5]([n:6]1)[cH:7][cH:8][cH:9][cH:10]2. Reactants: Clc1nc2ccccc2[nH]1, Nc1ccc(Cl)cc1. The product is Cl, Clc1ccc(Nc2nc3ccccc3[nH]2)cc1. Reactants: COC(=O)c1ccc(N2CCOCC2)cc1O, CN, Cc1ccccc1, C[Al](C)C, C1CCOC1. The product is CNC(=O)c1ccc(N2CCOCC2)cc1O. Reaction SMILES: [CH3:12][O:13][C:14]([c:15]1[c:16]([OH:27])[cH:17][c:18]([N:21]2[CH2:22][CH2:23][O:24][CH2:25][CH2:26]2)[cH:19][cH:20]1)=[O:28].[CH3:1][NH2:2].[CH3:29][c:30]1[cH:31][cH:32][cH:33][cH:34][cH:35]1.[CH3:8][Al:9]([CH3:10])[CH3:11].[O:3]1[CH2:4][CH2:5][CH2:6][CH2:7]1>>[CH3:1][NH:2][C:14](=[O:13])[c:15]1[c:16]([OH:27])[cH:17][c:18]([N:21]2[CH2:22][CH2:23][O:24][CH2:25][CH2:26]2)[cH:19][cH:20]1. The reactants are CC(=O)OC(C)=O, CCO[PH](=O)OCC, CC=O, c1ccncc1. The product is C=COC(C)=O, CCO[PH](=O)OCC. Reaction SMILES: [C:12]([CH3:13])(=[O:14])[O:15][C:16]([CH3:17])=[O:18].[CH2:1]([CH3:2])[O:3][PH:4]([O:5][CH2:6][CH3:7])=[O:8].[O:9]=[CH:10][CH3:11].[cH:19]1[cH:20][cH:21][n:22][cH:23][cH:24]1>>[C:12]([CH3:13])(=[O:14])[O:15][CH:16]=[CH2:17].[CH2:1]([CH3:2])[O:3][PH:4]([O:5][CH2:6][CH3:7])=[O:8]. Starting materials: [OH-].[K+] (potassium hydroxide), C(C1=CC=CC=C1)N1C2=C(C3=CC=CC=C13)CCC(S2)CC(=O)OCC (Ethyl 2-(9-benzyl-2,3,4,9-tetrahydrothiopyrano[2,3-b]indol-2-yl)acetate), Cl (hydrochloric acid). The solvent is C(C)O (ethanol). Reaction conditions: time 2 hour. The product is C(C1=CC=CC=C1)N1C2=C(C3=CC=CC=C13)CCC(S2)CC(=O)O (2-(9-Benzyl-2,3,4,9-tetrahydrothiopyrano[2,3-b]indol-2-yl) acetic acid). The yield is 91.1%. As a reaction SMILES: [OH-].[K+].[CH2:3]([N:10]1[C:18]2[C:13](=[CH:14][CH:15]=[CH:16][CH:17]=2)[C:12]2[CH2:19][CH2:20][CH:21]([CH2:23][C:24]([O:26]CC)=[O:25])[S:22][C:11]1=2)[C:4]1[CH:9]=[CH:8][CH:7]=[CH:6][CH:5]=1.Cl>C(O)C>[CH2:3]([N:10]1[C:18]2[C:13](=[CH:14][CH:15]=[CH:16][CH:17]=2)[C:12]2[CH2:19][CH2:20][CH:21]([CH2:23][C:24]([OH:26])=[O:25])[S:22][C:11]1=2)[C:4]1[CH:5]=[CH:6][CH:7]=[CH:8][CH:9]=1 |f:0.1|. Reported procedure: 0.5 ml of a 3% w/v aqueous solution of potassium hydroxide was added to a mixture of 44 mg of ethyl 2-(9-benzyl-2,3,4,9-tetrahydrothiopyrano[2,3-b]indol-2-yl)acetate (prepared as described in Example 82) in 2 ml of ethanol. The reaction mixture was then stirred at room temperature for 2 hours. At the end of this time, the reaction mixture was made acidic by the addition of a 3% w/v aqueous solution of hydrochloric acid and extracted with ethyl acetate. The ethyl acetate fraction was then washed ... Starting materials: ClCl, CC(=O)c1cc(Cl)c(Cl)s1, [Na+], C1COCCO1, [OH-], O. Yields the product O=C(O)c1cc(Cl)c(Cl)s1. Reaction SMILES: [Cl:3][Cl:4].[Cl:5][c:6]1[cH:7][c:8]([C:12]([CH3:13])=[O:14])[s:9][c:10]1[Cl:11].[Na+:2].[O:16]1[CH2:17][CH2:18][O:19][CH2:20][CH2:21]1.[OH-:1].[OH2:15]>>[O:1]=[C:12]([c:8]1[cH:7][c:6]([Cl:5])[c:10]([Cl:11])[s:9]1)[OH:14].